describe an organic reaction: reactants, conditions, products, and yield From a dataset of the Open Reaction Database (ORD), a public repository of structured organic reaction records. The reactants are ClCCCl, CN(C)c1ccncc1, O=C(O)c1ccc(N2CCCC2)cc1, NCc1ccc(CO)cc1, On1nnc2ccccc21, c1ccncc1. The product is O=C(NCc1ccc(CO)cc1)c1ccc(N2CCCC2)cc1. Reaction SMILES: [CH2:35]([Cl:36])[CH2:37][Cl:38].[CH3:39][N:40]([c:41]1[cH:42][cH:43][n:44][cH:45][cH:46]1)[CH3:47].[N:1]1([c:6]2[cH:7][cH:8][c:9]([C:10](=[O:11])[OH:12])[cH:13][cH:14]2)[CH2:2][CH2:3][CH2:4][CH2:5]1.[NH2:15][CH2:16][c:17]1[cH:18][cH:19][c:20]([CH2:23][OH:24])[cH:21][cH:22]1.[OH:25][n:26]1[c:27]2[cH:28][cH:29][cH:30][cH:31][c:32]2[n:33][n:34]1.[cH:48]1[cH:49][cH:50][n:51][cH:52][cH:53]1>>[N:1]1([c:6]2[cH:7][cH:8][c:9]([C:10](=[O:12])[NH:15][CH2:16][c:17]3[cH:18][cH:19][c:20]([CH2:23][OH:24])[cH:21][cH:22]3)[cH:13][cH:14]2)[CH2:2][CH2:3][CH2:4][CH2:5]1.